Dataset: the Open Reaction Database (ORD), a public repository of structured organic reaction records. Task: describe an organic reaction: reactants, conditions, products, and yield Reactants: ClC1=NC=C(C(=C1)C(F)(F)F)C(F)(F)F (2-chloro-4,5-bis(trifluoromethyl)pyridine), N1CCNCC1 (piperazine), Cl (hydrochloride). The product is FC(C1=CC(=NC=C1C(F)(F)F)N1CCNCC1)(F)F (1-[4,5-bis(trifluoromethyl)-2-pyridinyl]piperazine). Isolated yield 65.2%. RXN SMILES: Cl[C:2]1[CH:7]=[C:6]([C:8]([F:11])([F:10])[F:9])[C:5]([C:12]([F:15])([F:14])[F:13])=[CH:4][N:3]=1.[NH:16]1[CH2:21][CH2:20][NH:19][CH2:18][CH2:17]1.Cl>>[F:9][C:8]([F:11])([F:10])[C:6]1[C:5]([C:12]([F:15])([F:14])[F:13])=[CH:4][N:3]=[C:2]([N:16]2[CH2:21][CH2:20][NH:19][CH2:18][CH2:17]2)[CH:7]=1. Procedure details: Working as described in Example 1, but starting with 10 g (0.04 mol) of 2-chloro-4,5-bis(trifluoromethyl)pyridine and 10.3 g (0.12 mol) of piperazine, the base having a boiling point B.p. 0.04 of 100-102° C. was obtained, and then, after conversion to the hydrochloride, 7.8 g of the title compound . The reactants are COC(=O)C1=NC=C(N=C1NC1=C(C=C(C=C1)[Si](C)(C)C)F)CN (5-aminomethyl-3-(2-fluoro-4-trimethylsilanyl-phenylamino)-pyrazine-2-carboxylic acid methyl ester), C(C)(=O)OC(C)=O (acetic anhydride). Solvent: C(=O)O (formic acid). The product is COC(=O)C1=NC=C(N=C1NC1=C(C=C(C=C1)[Si](C)(C)C)F)CNC=O (3-(2-Fluoro-4-trimethylsilanyl-phenylamino)-5-formylaminomethyl-pyrazine-2-carboxylic acid methyl ester). The yield is 98.3%. RXN SMILES: [CH3:1][O:2][C:3]([C:5]1[C:10]([NH:11][C:12]2[CH:17]=[CH:16][C:15]([Si:18]([CH3:21])([CH3:20])[CH3:19])=[CH:14][C:13]=2[F:22])=[N:9][C:8]([CH2:23][NH2:24])=[CH:7][N:6]=1)=[O:4].[C:25](OC(=O)C)(=[O:27])C>C(O)=O>[CH3:1][O:2][C:3]([C:5]1[C:10]([NH:11][C:12]2[CH:17]=[CH:16][C:15]([Si:18]([CH3:19])([CH3:20])[CH3:21])=[CH:14][C:13]=2[F:22])=[N:9][C:8]([CH2:23][NH:24][CH:25]=[O:27])=[CH:7][N:6]=1)=[O:4]. Procedure details: A solution of 5-aminomethyl-3-(2-fluoro-4-trimethylsilanyl-phenylamino)-pyrazine-2-carboxylic acid methyl ester (800 mg, 2.30 mmol) from above in formic acid (12 mL) and acetic anhydride (4 mL) was stirred at ambient temperature under N2 for 1.5 hour. The reaction mixture was concentrated in vacuo, and the residue was azeotroped with toluene. The resultant residue was diluted with ethyl acetate. The organic layer was washed with saturated aqueous solution of sodium bicarbonate, water and brine, ... Reactants: ClC=1C=C(C=C(C1Cl)[N+](=O)[O-])OC(C(F)F)(F)F (3,4-Dichloro-5-nitro-(1',1',2',2'-tetrafluoroethoxy)-benzene), [F-].[Cs+] (caesium fluoride), S1(=O)(=O)CCCC1 (sulpholane), CCCCCC (hexane). Run in O (water), O (water). Conditions: temperature 110 celsius. The product is ClC=1C=C(C=C(C1F)[N+](=O)[O-])OC(C(F)F)(F)F (3-chloro-4-fluoro-5-nitro-(1',1',2', 2'-tetrafluoroethoxy)-benzene). RXN SMILES: [Cl:1][C:2]1[CH:3]=[C:4]([O:12][C:13]([F:18])([F:17])[CH:14]([F:16])[F:15])[CH:5]=[C:6]([N+:9]([O-:11])=[O:10])[C:7]=1Cl.[F-:19].[Cs+].S1(CCCC1)(=O)=O.CCCCCC>O>[Cl:1][C:2]1[CH:3]=[C:4]([O:12][C:13]([F:18])([F:17])[CH:14]([F:16])[F:15])[CH:5]=[C:6]([N+:9]([O-:11])=[O:10])[C:7]=1[F:19] |f:1.2|. Procedure details: 3,4-Dichloro-5-nitro-(1',1',2',2'-tetrafluoroethoxy)-benzene (6.4 g) was added to a pre-dried solution of caesium fluoride (4.9 g) and sulpholane (70 ml). The stirred reaction mixture was then heated to 110° C. for a total of 27 hours. After allowing to cool to the ambient temperature, the reaction mixture was diluted with water and poured into hexane. The organic layer was water washed, dried over anhydrous magnesium sulphate, and the solvent removed by evaporation under reduced pressure to giv... The reactants are CC1=NN=NN1C1=C(C(=O)O)C=CC=C1 (2-(5-methyl-1H-tetrazol-1-yl)benzoic acid), CC(=O)C (Acetone), C([O-])([O-])=O.[K+].[K+] (Potassium carbonate). Conditions: time 8 hour. The product is C(C)OC(C1=C(C=CC=C1)N1N=NN=C1C)=O (ethyl-2-(5-methyl-1H-tetrazol-1-yl)benzoate). Reaction SMILES: [CH3:1][C:2]1[N:6]([C:7]2[CH:15]=[CH:14][CH:13]=[CH:12][C:8]=2[C:9]([OH:11])=[O:10])[N:5]=[N:4][N:3]=1.C(=O)([O-])[O-].[K+].[K+].[CH3:22][C:23](C)=O>>[CH2:22]([O:10][C:9](=[O:11])[C:8]1[CH:12]=[CH:13][CH:14]=[CH:15][C:7]=1[N:6]1[C:2]([CH3:1])=[N:3][N:4]=[N:5]1)[CH3:23] |f:1.2.3|. Reported procedure: Acetone (3.2 L) and 2-(5-methyl-1H-tetrazol-1-yl)benzoic acid (228 g) were combined then stirred at ambient temperature for 15 minutes. Potassium carbonate (228 g) was added to the reaction mixture in a single portion. lodoethane (366.9 g) was added dropwise to the reaction mixture producing a slight exotherm. The reaction mixture was heated at reflux for about 4 hours then stirred overnight while cooling to ambient temperature. The precipitated salts were removed by filtration then rinsed with ...